This data is from the Open Reaction Database (ORD), a public repository of structured organic reaction records. The task is: describe an organic reaction: reactants, conditions, products, and yield Starting materials: S(O)(O)(=O)=O (sulphuric acid), [N+](=O)(O)[O-] (nitric acid), ClC=1N=NC(=CC1)N1N=C(C=C1C)C (3-chloro-6-(3,5-dimethyl-1-pyrazolyl)-pyridazine). The solvent is O (water). Run at time 8 hour. Yields the product ClC=1N=NC(=CC1)N1N=C(C(=C1C)[N+](=O)[O-])C (3-chloro-6-(3,5-dimethyl-4-nitro-1-pyrazolyl)-pyridazine). As a reaction SMILES: S(=O)(=O)(O)O.[N+:6]([O-:9])(O)=[O:7].[Cl:10][C:11]1[N:12]=[N:13][C:14]([N:17]2[C:21]([CH3:22])=[CH:20][C:19]([CH3:23])=[N:18]2)=[CH:15][CH:16]=1>O>[Cl:10][C:11]1[N:12]=[N:13][C:14]([N:17]2[C:21]([CH3:22])=[C:20]([N+:6]([O-:9])=[O:7])[C:19]([CH3:23])=[N:18]2)=[CH:15][CH:16]=1. Procedure details: To a mixture of 230 ml of concentrated sulphuric acid and 230 ml of 100% nitric acid, 26 g of 3-chloro-6-(3,5-dimethyl-1-pyrazolyl)-pyridazine are added portionwise, under stirring at a temperature between 0° C. and 5° C., then the mixture is stirred at room temperature for 2 hours, poured into 1 liter of water and set aside overnight in the refrigerator. The separated crystals are filtered, washed with water and dried. Yield: 26.7 g (84.5%); m.p. 164°-167° C. Starting materials: BrBr (bromine), ClC1=C(C#N)C(=CC=C1)SC (2-chloro-6-(methylsulphenyl)benzonitrile). Reagents/catalysts: [Fe] (Iron), II (iodine). Run in C(Cl)(Cl)(Cl)Cl (carbon tetrachloride), ClCCl (dichloromethane). Conditions: temperature 30 celsius. Product: BrC=1C(=C(C#N)C(=CC1)SC)Cl (3-bromo-2-chloro-6-(methylsulphenyl)benzonitrile). Yield: 45.5%. RXN SMILES: [Cl:1][C:2]1[CH:9]=[CH:8][CH:7]=[C:6]([S:10][CH3:11])[C:3]=1[C:4]#[N:5].[Br:12]Br>C(Cl)(Cl)(Cl)Cl.ClCCl.[Fe].II>[Br:12][C:9]1[C:2]([Cl:1])=[C:3]([C:6]([S:10][CH3:11])=[CH:7][CH:8]=1)[C:4]#[N:5]. Procedure: Iron powder (0.5 g) and iodine (0.05 g) were added to a solution of 2-chloro-6-(methylsulphenyl)benzonitrile (10.0 g) in a mixture of carbon tetrachloride and dichloromethane. The mixture was warmed to 30° C. and bromine (9.5 g) was added. The mixture was heated at 55° C. for 5 hours. It was cooled, washed with aqueous sodium bisulphite, water, dried (MgSO4) and filtered. The filtrate was evaporated to dryness and the residue was redissolved in a mixture of carbon tetrachloride and dichlorometha...